This data is from the Open Reaction Database (ORD), a public repository of structured organic reaction records. The task is: describe an organic reaction: reactants, conditions, products, and yield The reactants are FC(F)Br, CS(=O)(=O)c1ccc(-c2c(-c3ccc(F)cc3)nn3nc(O)ccc23)cc1, [H-], [Na+], CN(C)C=O, O. Yields the product CS(=O)(=O)c1ccc(-c2c(-c3ccc(F)cc3)nn3nc(OC(F)F)ccc23)cc1. Reaction SMILES: [Br:30][CH:31]([F:32])[F:33].[F:1][c:2]1[cH:3][cH:4][c:5](-[c:8]2[n:9][n:10]3[n:11][c:12]([OH:27])[cH:13][cH:14][c:15]3[c:16]2-[c:17]2[cH:18][cH:19][c:20]([S:23](=[O:24])(=[O:25])[CH3:26])[cH:21][cH:22]2)[cH:6][cH:7]1.[H-:28].[Na+:29].[O:35]=[CH:36][N:37]([CH3:38])[CH3:39].[OH2:34]>>[F:1][c:2]1[cH:3][cH:4][c:5](-[c:8]2[n:9][n:10]3[n:11][c:12]([O:27][CH:31]([F:32])[F:33])[cH:13][cH:14][c:15]3[c:16]2-[c:17]2[cH:18][cH:19][c:20]([S:23](=[O:24])(=[O:25])[CH3:26])[cH:21][cH:22]2)[cH:6][cH:7]1.